Dataset: the Open Reaction Database (ORD), a public repository of structured organic reaction records. Task: describe an organic reaction: reactants, conditions, products, and yield Starting materials: CCOC(=O)CC(C)(C)Cc1nc2ccccc2n1Cc1ccccc1, CC(=O)O, Cl, O. Product: CC(C)(CC(=O)O)Cc1nc2ccccc2n1Cc1ccccc1. As a reaction SMILES: [CH2:1]([c:2]1[cH:3][cH:4][cH:5][cH:6][cH:7]1)[n:8]1[c:9]([CH2:17][C:18]([CH2:19][C:20](=[O:21])[O:22][CH2:23][CH3:24])([CH3:25])[CH3:26])[n:10][c:11]2[c:12]1[cH:13][cH:14][cH:15][cH:16]2.[CH3:29][C:30](=[O:31])[OH:32].[ClH:27].[OH2:28]>>[CH2:1]([c:2]1[cH:3][cH:4][cH:5][cH:6][cH:7]1)[n:8]1[c:9]([CH2:17][C:18]([CH2:19][C:20](=[O:21])[OH:22])([CH3:25])[CH3:26])[n:10][c:11]2[c:12]1[cH:13][cH:14][cH:15][cH:16]2. Starting materials: CC(=O)[O-], CC(=O)[O-], Cl, Cc1ccc(C(=O)Cl)c([N+](=O)[O-])c1, Nc1ccc(S(=O)(=O)O)c2cc(S(=O)(=O)O)cc(S(=O)(=O)O)c12, [Na+], [Na+], O, O, O, O. The product is Cc1ccc(C(=O)Nc2ccc(S(=O)(=O)O)c3cc(S(=O)(=O)O)cc(S(=O)(=O)O)c23)c([N+](=O)[O-])c1. Reaction SMILES: [C:27]([O-:28])(=[O:29])[CH3:30].[CH3:46][C:47](=[O:48])[O-:49].[ClH:50].[N+:32](=[O:33])([O-:34])[c:35]1[cH:36][c:37]([CH3:44])[cH:38][cH:39][c:40]1[C:41](=[O:42])[Cl:43].[NH2:1][c:2]1[cH:3][cH:4][c:5]([S:20](=[O:21])(=[O:22])[OH:23])[c:6]2[cH:7][c:8]([S:16](=[O:17])(=[O:18])[OH:19])[cH:9][c:10]([S:12](=[O:13])(=[O:14])[OH:15])[c:11]12.[Na+:31].[Na+:45].[OH2:24].[OH2:25].[OH2:26].[OH2:51]>>[NH:1]([c:2]1[cH:3][cH:4][c:5]([S:20](=[O:21])(=[O:22])[OH:23])[c:6]2[cH:7][c:8]([S:16](=[O:17])(=[O:18])[OH:19])[cH:9][c:10]([S:12](=[O:13])(=[O:14])[OH:15])[c:11]12)[C:41]([c:40]1[c:35]([N+:32](=[O:33])[O-:34])[cH:36][c:37]([CH3:44])[cH:38][cH:39]1)=[O:42]. Reactants: BrC1=CC=C(C=C1)C1=NC=C(C=N1)C1=CC=C(C=C1)[C@@H]1CC[C@H](CC1)CCC (2-(4'-bromophenyl)-5-[4'-(trans-4"-propylcyclohexyl)phenyl]pyrimidine), C(#N)[Cu] (CuCN), CN1CCCC1=O (NMP), FeCl3.6H2O, Cl (hydrochloric acid). The solvent is O (water). Conditions: temperature 60 celsius. The product is C(#N)C1=CC=C(C=C1)C1=NC=C(C=N1)C1=CC=C(C=C1)[C@@H]1CC[C@H](CC1)CCC (2-(4'-cyanophenyl)-5-[4'-(trans-4"-propylcyclohexyl) phenyl] pyrimidine). Isolated yield 79.2%. Reaction SMILES: Br[C:2]1[CH:7]=[CH:6][C:5]([C:8]2[N:13]=[CH:12][C:11]([C:14]3[CH:19]=[CH:18][C:17]([C@H:20]4[CH2:25][CH2:24][C@H:23]([CH2:26][CH2:27][CH3:28])[CH2:22][CH2:21]4)=[CH:16][CH:15]=3)=[CH:10][N:9]=2)=[CH:4][CH:3]=1.[C:29]([Cu])#[N:30].CN1C(=O)CCC1.Cl>O>[C:29]([C:2]1[CH:7]=[CH:6][C:5]([C:8]2[N:13]=[CH:12][C:11]([C:14]3[CH:19]=[CH:18][C:17]([C@H:20]4[CH2:21][CH2:22][C@H:23]([CH2:26][CH2:27][CH3:28])[CH2:24][CH2:25]4)=[CH:16][CH:15]=3)=[CH:10][N:9]=2)=[CH:4][CH:3]=1)#[N:30]. Procedure: 3.3 g of 2-(4'-bromophenyl)-5-[4'-(trans-4"-propylcyclohexyl)phenyl]pyrimidine and 0.9 g (0.01 mol) of CuCN were added to 30 cm3 of NMP and the solution was refluxed for 2 hours using a mantle heater. The solution was cooled to 60° C. and added to a solution of 4.4 g of FeCl3.6H2O, 1.3 cm3 of concentrated hydrochloric acid and 6 cm3 of water. The resulting solution was heated on a warm water bath at a temperature of 60° C. for one hour. The crystals deposited were filtered out, washed with water... Reactants: OC[C@]12CCC(C(=C1CC[C@H]1[C@@H]3CCC([C@@]3(C)CC[C@H]21)=O)C)=O (19-hydroxy-4-methyl-4-androstene-3,17-dione), OC[C@]12CCC(C=C1CC[C@H]1[C@@H]3CCC([C@@]3(C)CC[C@H]21)=O)=O (19-hydroxy-4-androstene-3,17-dione). Product: CC1=C2C=C[C@H]3[C@@H]4CCC([C@@]4(C)CC[C@@H]3[C@]2(CCC1=O)C=O)=O (4-methyl-4,6-androstadiene-3,17,19-trione). As a reaction SMILES: [OH:1][CH2:2][C@@:3]12[C@@H:20]3[C@H:11]([C@H:12]4[C@@:16]([CH2:18][CH2:19]3)([CH3:17])[C:15](=[O:21])[CH2:14][CH2:13]4)[CH2:10][CH2:9][C:8]1=[C:7]([CH3:22])[C:6](=[O:23])[CH2:5][CH2:4]2.OC[C@@]12[C@@H]3[C@H]([C@H]4[C@@](CC3)(C)C(=O)CC4)CCC1=CC(=O)CC2>>[CH3:22][C:7]1[C:6](=[O:23])[CH2:5][CH2:4][C@@:3]2([CH:2]=[O:1])[C:8]=1[CH:9]=[CH:10][C@@H:11]1[C@@H:20]2[CH2:19][CH2:18][C@@:16]2([CH3:17])[C@H:12]1[CH2:13][CH2:14][C:15]2=[O:21]. Reported procedure: Substituting 19-hydroxy-4-methyl-4-androstene-3,17-dione for the 19-hydroxy-4-androstene-3,17-dione above results in the preparation of 4-methyl-4,6-androstadiene-3,17,19-trione. The product is ClN1C(N(C(C1(C)C)=O)CCOC)(C)C (1-Chloro-3-(2-methoxyethyl)-2,2,5,5-tetramethylimidazolidin-4-one). Run at time 5 minute. Procedure: A solution of 3-(2-methoxyethyl)-2,2,5,5-tetramethylimidazolidin-4-one (0.70 g, 3.5 mmol) in methanol (10 mL) was cooled in ice water for 10 minutes, before neat tert-butyl hypochlorite (0.59 mL, 5.25 mmol, 1.5 equiv.) was added in one portion. High pressure liquid chromatography-mass spectroscopy analysis after 5 minutes showed all starting amine had been consumed. After 20 minutes, the mixture was concentrated in vacuo to an oil. The oil absorbed was on silica (2.5 g) and was purified by silic... The yield is 94.9%. RXN SMILES: [CH3:1][O:2][CH2:3][CH2:4][N:5]1[C:9](=[O:10])[C:8]([CH3:12])([CH3:11])[NH:7][C:6]1([CH3:14])[CH3:13].[Cl:15]OC(C)(C)C>CO>[Cl:15][N:7]1[C:8]([CH3:12])([CH3:11])[C:9](=[O:10])[N:5]([CH2:4][CH2:3][O:2][CH3:1])[C:6]1([CH3:14])[CH3:13]. The reactants are COCCN1C(NC(C1=O)(C)C)(C)C (3-(2-methoxyethyl)-2,2,5,5-tetramethylimidazolidin-4-one), ClOC(C)(C)C (tert-butyl hypochlorite). The solvent is CO (methanol), ice water. Reactants: C[S-].[Na+] (sodium thiomethoxide), COCCOC=1C(=C(C(=O)OC)C=CC1[N+](=O)[O-])C (Methyl 3-(2-methoxyethoxy)-2-methyl-4-nitrobenzoate), C(C)(=O)OCC (ethyl acetate). The solvent is CN(C)C=O (DMF). Run at time 45 minute. The product is COCCOC=1C(=C(C(=O)OC)C=CC1SC)C (methyl 3-(2-methoxyethoxy)-2-methyl-4-(methylthio)benzoate). Isolated yield 96.4%. Reaction SMILES: [CH3:1][O:2][CH2:3][CH2:4][O:5][C:6]1[C:7]([CH3:19])=[C:8]([CH:13]=[CH:14][C:15]=1[N+]([O-])=O)[C:9]([O:11][CH3:12])=[O:10].[CH3:20][S-:21].[Na+].C(OCC)(=O)C>CN(C=O)C>[CH3:1][O:2][CH2:3][CH2:4][O:5][C:6]1[C:7]([CH3:19])=[C:8]([CH:13]=[CH:14][C:15]=1[S:21][CH3:20])[C:9]([O:11][CH3:12])=[O:10] |f:1.2|. Reported procedure: Methyl 3-(2-methoxyethoxy)-2-methyl-4-nitrobenzoate (31 g) was dissolved in anhydrous DMF (300 mL), and sodium thiomethoxide (purity: 95%, 8.92 g) was added at room temperature, followed by stirring for 45 minutes. To the reaction mixture, ethyl acetate (400 mL) was added and washed once with 1 N hydrochloric acid (150 mL) and washed twice with saturated brine. The organic layer was dried over anhydrous sodium sulfate, and the solvent was distilled off under reduced pressure to obtain methyl 3-(... Starting materials: O=C([O-])[O-], COCCOC(=O)Cl, ClCCl, O=C(O)C(F)(F)F, CCOC(=O)COc1ccc(C(=O)C(CO)NC(=O)c2ccc(C(=N)N)cc2)cc1, [Na+], [Na+]. Product: CCOC(=O)COc1ccc(C(=O)C(CO)NC(=O)c2ccc(C(=N)NC(=O)OCCOC)cc2)cc1. Reaction SMILES: [C:49](=[O:50])([O-:51])[O-:52].[Cl:1][C:2](=[O:3])[O:4][CH2:5][CH2:6][O:7][CH3:8].[Cl:46][CH2:47][Cl:48].[F:9][C:10]([F:11])([F:12])[C:13]([OH:14])=[O:15].[NH2:16][C:17]([c:18]1[cH:19][cH:20][c:21]([C:22](=[O:23])[NH:24][CH:25]([C:26](=[O:27])[c:28]2[cH:29][cH:30][c:31]([O:32][CH2:33][C:34](=[O:35])[O:36][CH2:37][CH3:38])[cH:39][cH:40]2)[CH2:41][OH:42])[cH:43][cH:44]1)=[NH:45].[Na+:53].[Na+:54]>>[C:2](=[O:3])([O:4][CH2:5][CH2:6][O:7][CH3:8])[NH:45][C:17](=[NH:16])[c:18]1[cH:19][cH:20][c:21]([C:22](=[O:23])[NH:24][CH:25]([C:26](=[O:27])[c:28]2[cH:29][cH:30][c:31]([O:32][CH2:33][C:34](=[O:35])[O:36][CH2:37][CH3:38])[cH:39][cH:40]2)[CH2:41][OH:42])[cH:43][cH:44]1. The reactants are C1CCOC1, [Li]CCCC, CC1=C(C)C(C)=C(C)C1, C[Si](C)(Cl)Cl. Product: CC1=C(C)C([Si](C)(C)Cl)C(C)=C1C. As a reaction SMILES: [CH2:20]1[O:21][CH2:22][CH2:23][CH2:24]1.[CH3:10][CH2:11][CH2:12][CH2:13][Li:14].[CH3:1][C:2]1=[C:3]([CH3:9])[C:4]([CH3:8])=[C:5]([CH3:7])[CH2:6]1.[Cl:15][Si:16]([CH3:17])([CH3:18])[Cl:19]>>[CH3:1][C:2]1=[C:3]([CH3:9])[C:4]([CH3:8])=[C:5]([CH3:7])[CH:6]1[Si:16]([Cl:15])([CH3:17])[CH3:18].